The task is: describe an organic reaction: reactants, conditions, products, and yield. This data is from the Open Reaction Database (ORD), a public repository of structured organic reaction records. Reactants: F[B-](F)(F)F.C(C)[O+](CC)CC (triethyloxonium tetrafluoroborate), C(C)(C)(C)OC(N[C@@H](C)C(N)=O)=O (((S)-1-carbamoylethyl)carbamic acid tert-butyl ester), NC=1C(=C(COC(C)=O)C(=CC1)F)NC1=CC=CC=C1 (Acetic acid 3-amino-6-fluoro-2-phenylaminobenzyl ester). The solvent is C(Cl)Cl (DCM). Conditions: time 2 hour. The product is C(C)(C)(C)OC(=O)N[C@@H](C)C=1N(C2=C(N1)C=CC(=C2COC(C)=O)F)C2=CC=CC=C2 (Acetic acid 2-((S)-1-tert-butoxycarbonylaminoethyl)-5-fluoro-3-phenyl-3H-benzoimidazol-4-ylmethyl ester). RXN SMILES: [C:1]([O:5][C:6](=[O:13])[NH:7][C@H:8]([C:10](=O)[NH2:11])[CH3:9])([CH3:4])([CH3:3])[CH3:2].F[B-](F)(F)F.C([O+](CC)CC)C.N[C:27]1[C:28]([NH:39][C:40]2[CH:45]=[CH:44][CH:43]=[CH:42][CH:41]=2)=[C:29]([C:35]([F:38])=[CH:36][CH:37]=1)[CH2:30][O:31][C:32](=[O:34])[CH3:33]>C(Cl)Cl>[C:1]([O:5][C:6]([NH:7][C@H:8]([C:10]1[N:39]([C:40]2[CH:41]=[CH:42][CH:43]=[CH:44][CH:45]=2)[C:28]2[C:29]([CH2:30][O:31][C:32](=[O:34])[CH3:33])=[C:35]([F:38])[CH:36]=[CH:37][C:27]=2[N:11]=1)[CH3:9])=[O:13])([CH3:4])([CH3:3])[CH3:2] |f:1.2|. Procedure: To a suspension of ((S)-1-carbamoylethyl)carbamic acid tert-butyl ester 3.94 g, 20.9 mmol) in DCM (20 mL) was added triethyloxonium tetrafluoroborate (3.35 g, 17.6 mmol) and the reaction mixture stirred at RT for 2 hours, during which the solids dissolved. The reaction mixture was concentrated in vacuo and the residue dissolved in ethanol (20 mL). Acetic acid 3-amino-6-fluoro-2-phenylaminobenzyl ester (2.3 g, 8.38 mmol) was added and the reaction heated at 75° C. for 1 h. The reaction mixture wa... Starting materials: Cl.C(C)OC(=O)CNC(=O)CN(C1=CC2=C(N(C(=N2)CC2=CC=C(C(=N)N)C=C2)C)C=C1)S(=O)(=O)C=1C=CC=C2C=CC=NC12 (4-[(5-(N-ethoxycarbonylmethylaminocarbonylmethyl-quinolin-8-yl-sulphonylamino)-1-methyl-1H-benzimidazol-2-yl)-methyl]-benzamidine-hydrochloride), ClC(=O)OCC1=CC=CC=C1 (benzyl chloroformate). Run in O1CCCC1.O (tetrahydrofuran water). Yields the product C(C)OC(=O)CNC(=O)CN(C1=CC2=C(N(C(=N2)CC2=CC=C(C(=NC(=O)OCC3=CC=CC=C3)N)C=C2)C)C=C1)S(=O)(=O)C=1C=CC=C2C=CC=NC12 (4-[(5-(N-ethoxycarbonylmethylaminocarbonylmethyl-quinolin-8-yl-sulphonylamino)-1-methyl-1H-benzimidazol-2-yl)-methyl]-N'-benzyloxycarbonyl-benzamidine). Reaction SMILES: Cl.[CH2:2]([O:4][C:5]([CH2:7][NH:8][C:9]([CH2:11][N:12]([S:33]([C:36]1[CH:37]=[CH:38][CH:39]=[C:40]2[C:45]=1[N:44]=[CH:43][CH:42]=[CH:41]2)(=[O:35])=[O:34])[C:13]1[CH:32]=[CH:31][C:16]2[N:17]([CH3:30])[C:18]([CH2:20][C:21]3[CH:29]=[CH:28][C:24]([C:25]([NH2:27])=[NH:26])=[CH:23][CH:22]=3)=[N:19][C:15]=2[CH:14]=1)=[O:10])=[O:6])[CH3:3].Cl[C:47]([O:49][CH2:50][C:51]1[CH:56]=[CH:55][CH:54]=[CH:53][CH:52]=1)=[O:48]>O1CCCC1.O>[CH2:2]([O:4][C:5]([CH2:7][NH:8][C:9]([CH2:11][N:12]([S:33]([C:36]1[CH:37]=[CH:38][CH:39]=[C:40]2[C:45]=1[N:44]=[CH:43][CH:42]=[CH:41]2)(=[O:34])=[O:35])[C:13]1[CH:32]=[CH:31][C:16]2[N:17]([CH3:30])[C:18]([CH2:20][C:21]3[CH:22]=[CH:23][C:24]([C:25]([NH2:27])=[N:26][C:47]([O:49][CH2:50][C:51]4[CH:56]=[CH:55][CH:54]=[CH:53][CH:52]=4)=[O:48])=[CH:28][CH:29]=3)=[N:19][C:15]=2[CH:14]=1)=[O:10])=[O:6])[CH3:3] |f:0.1,3.4|. Procedure details: Prepared analogously to Example 97 from 4-[(5-(N-ethoxycarbonylmethylaminocarbonylmethyl-quinolin-8-yl-sulphonylamino)-1-methyl-1H-benzimidazol-2-yl)-methyl]-benzamidine-hydrochloride and benzyl chloroformate in tetrahydrofuran/water. The reactants are O=C(NCc1cccc(Br)c1)c1ccc2ncccc2c1, CC#N, [Mg+]Cc1ccccc1, CCOC(C)=O, [Cl-], C1CCOC1, O, O, O=C(O)C(F)(F)F. The product is O=C(NCc1cccc(Cc2ccccc2)c1)c1ccc2ncccc2c1. RXN SMILES: [Br:1][c:2]1[cH:3][c:4]([CH2:5][NH:6][C:7](=[O:8])[c:9]2[cH:10][c:11]3[cH:12][cH:13][cH:14][n:15][c:16]3[cH:17][cH:18]2)[cH:19][cH:20][cH:21]1.[C:38](#[N:39])[CH3:40].[CH2:28]([c:29]1[cH:30][cH:31][cH:32][cH:33][cH:34]1)[Mg+:35].[CH3:48][CH2:49][O:50][C:51](=[O:52])[CH3:53].[Cl-:27].[O:22]1[CH2:23][CH2:24][CH2:25][CH2:26]1.[OH2:36].[OH2:37].[OH:41][C:42]([C:43]([F:44])([F:45])[F:46])=[O:47]>>[c:2]1([CH2:28][c:29]2[cH:30][cH:31][cH:32][cH:33][cH:34]2)[cH:3][c:4]([CH2:5][NH:6][C:7](=[O:8])[c:9]2[cH:10][c:11]3[cH:12][cH:13][cH:14][n:15][c:16]3[cH:17][cH:18]2)[cH:19][cH:20][cH:21]1.